Dataset: the Open Reaction Database (ORD), a public repository of structured organic reaction records. Task: describe an organic reaction: reactants, conditions, products, and yield The reactants are CO, O=C(O)C(F)(F)F, O=[N+]([O-])c1ccc2c(c1)CNC2. Product: Nc1ccc2c(c1)CNC2. RXN SMILES: [CH3:20][OH:21].[F:1][C:2]([F:3])([F:4])[C:5]([OH:6])=[O:7].[N+:8]([O-:9])(=[O:10])[c:11]1[cH:12][c:13]2[c:17]([cH:18][cH:19]1)[CH2:16][NH:15][CH2:14]2>>[NH2:8][c:11]1[cH:12][c:13]2[c:17]([cH:18][cH:19]1)[CH2:16][NH:15][CH2:14]2. The reactants are ClC=1C=CC(=C(C(=O)C2=NC=CC=C2C#N)C1)OCOC (2-(5-chloro-2-methoxymethoxybenzoyl)-3-cyanopyridine), Cl (hydrochloric acid), [OH-].[Na+] (sodium hydroxide). Solvent: C1CCOC1 (THF). Run at time 13 hour. Product: ClC=1C=CC(=C(C(=O)C2=NC=CC=C2C#N)C1)O (2-(5-chloro-2-hydroxybenzoyl)-3-cyanopyridine). Isolated yield 85.8%. As a reaction SMILES: [Cl:1][C:2]1[CH:3]=[CH:4][C:5]([O:18]COC)=[C:6]([CH:17]=1)[C:7]([C:9]1[C:14]([C:15]#[N:16])=[CH:13][CH:12]=[CH:11][N:10]=1)=[O:8].Cl.[OH-].[Na+]>C1COCC1>[Cl:1][C:2]1[CH:3]=[CH:4][C:5]([OH:18])=[C:6]([CH:17]=1)[C:7]([C:9]1[C:14]([C:15]#[N:16])=[CH:13][CH:12]=[CH:11][N:10]=1)=[O:8] |f:2.3|. Reported procedure: A mixture of 2-(5-chloro-2-methoxymethoxybenzoyl)-3-cyanopyridine (1.50 g), hydrochloric acid (2.5 ml) and THF (17.5 ml) was stirred for 13 hours at room temperature. The reaction mixture was neutralized with an aqueous solution of sodium hydroxide, followed by extraction with ethyl acetate. The extract solution was washed with a saturated aqueous saline solution and dried (anhydrous sodium sulfate), which was purified by means of a silica gel column chromatography (eluent: ethyl acetate/hexane)... Reactants: C(C)OC1=CC=C(N)C=C1 (4-ethoxyaniline), ClC1=C(C(=O)O)C(=C(C=C1[N+](=O)[O-])[N+](=O)[O-])Cl (2,6-dichloro-3,5-dinitrobenzoic acid), C(C)(C)N(C(C)C)CC (N,N-diisopropylethylamine). Run in C(C)#N (acetonitrile), C(C)#N (acetonitrile). Conditions: time 5 hour. Yields the product ClC1=C(C(=O)O)C(=C(C=C1[N+](=O)[O-])[N+](=O)[O-])NC1=CC=C(C=C1)OCC (2-chloro-6-[(4-ethoxyphenyl)amino]-3,5-dinitrobenzoic acid). RXN SMILES: [CH2:1]([O:3][C:4]1[CH:10]=[CH:9][C:7]([NH2:8])=[CH:6][CH:5]=1)[CH3:2].[Cl:11][C:12]1[C:20]([N+:21]([O-:23])=[O:22])=[CH:19][C:18]([N+:24]([O-:26])=[O:25])=[C:17](Cl)[C:13]=1[C:14]([OH:16])=[O:15].C(N(CC)C(C)C)(C)C>C(#N)C>[Cl:11][C:12]1[C:20]([N+:21]([O-:23])=[O:22])=[CH:19][C:18]([N+:24]([O-:26])=[O:25])=[C:17]([NH:8][C:7]2[CH:9]=[CH:10][C:4]([O:3][CH2:1][CH3:2])=[CH:5][CH:6]=2)[C:13]=1[C:14]([OH:16])=[O:15]. Reported procedure: A solution of 10.5 g of 4-ethoxyaniline in 250 ml acetonitrile was added over a 1.5 hour period to a solution of 20 g of 2,6-dichloro-3,5-dinitrobenzoic acid and 11 g of N,N-diisopropylethylamine in 400 ml of acetonitrile and stirred at room temperature for five hours. After the solvent was removed in vacuo, the residue was dissolved in 500 ml of chloroform and extracted with several portions of 5% ammonium hydroxide. The aqueous extracts were washed with chloroform and acidified with dilute aci... Reactants: Brc1cccc2occc12, CC1CN(Cc2ccccc2)CCC1=O. Product: CC1CN(Cc2ccccc2)CCC1(O)c1cccc2occc12. Reaction SMILES: [Br:1][c:2]1[cH:3][cH:4][cH:5][c:6]2[c:7]1[cH:8][cH:9][o:10]2.[CH2:11]([c:12]1[cH:13][cH:14][cH:15][cH:16][cH:17]1)[N:18]1[CH2:19][CH:20]([CH3:25])[C:21](=[O:24])[CH2:22][CH2:23]1>>[c:2]1([C:21]2([OH:24])[CH:20]([CH3:25])[CH2:19][N:18]([CH2:11][c:12]3[cH:13][cH:14][cH:15][cH:16][cH:17]3)[CH2:23][CH2:22]2)[cH:3][cH:4][cH:5][c:6]2[c:7]1[cH:8][cH:9][o:10]2. Reactants: N1=CC=CC=C1 (pyridine), BrC1=C(C(=CC(=C1)[N+](=O)[O-])C)[C@@H](CO)O ((S)-1-(2-bromo-6-methyl-4-nitrophenyl)ethane-1,2-diol), C(C(C)(C)C)(=O)Cl (pivaloyl chloride). The solvent is C(Cl)Cl (DCM). Conditions: temperature 0 celsius, time 5 minute. Product: C(C(C)(C)C)(=O)OC[C@@H](O)C1=C(C=C(C=C1C)[N+](=O)[O-])Br ((S)-2-(2-bromo-6-methyl-4-nitrophenyl)-2-hydroxyethyl pivalate). RXN SMILES: [Br:1][C:2]1[CH:7]=[C:6]([N+:8]([O-:10])=[O:9])[CH:5]=[C:4]([CH3:11])[C:3]=1[C@H:12]([OH:15])[CH2:13][OH:14].N1C=CC=CC=1.[C:22](Cl)(=[O:27])[C:23]([CH3:26])([CH3:25])[CH3:24]>C(Cl)Cl>[C:22]([O:14][CH2:13][C@H:12]([C:3]1[C:4]([CH3:11])=[CH:5][C:6]([N+:8]([O-:10])=[O:9])=[CH:7][C:2]=1[Br:1])[OH:15])(=[O:27])[C:23]([CH3:26])([CH3:25])[CH3:24]. Reported procedure: To a suspension of (S)-1-(2-bromo-6-methyl-4-nitrophenyl)ethane-1,2-diol (65D) (6.96 g, 25.22 mmol) in DCM (100 ml), was added pyridine (5 mL) at 0° C. To the solution was added pivaloyl chloride (PivCl) slowly at 0° C. The reaction mixture was stirred at 0° C. for 5 min, then raised to rt, stirred at rt for 5 h. The reaction mixture was washed by sat. NaHCO3, extracted by DCM, dry over MgSO4, filtered, purified by silica gel column, eluting by 0-40% EtOAc in Hexanes to give 9.13 g of 65E. The p... The reactants are ClC1=C(C=CC=C1)N1NN=NC1=O (1-(2-chlorophenyl)-1,2-dihydro-5H-tetrazol-5-one), C(C)N(C(=O)Cl)C1CCOCC1 (N-ethyl-N-(tetrahydro-2H-pyran-4-yl)carbamoyl chloride). Reagents/catalysts: CN(C1=CC=NC=C1)C (4-dimethylaminopyridine). The solvent is C1(=CC=CC=C1)C (toluene). Yields the product C(C)N(C(=O)N1N=NN(C1=O)C1=C(C=CC=C1)Cl)C1CCOCC1 (N-ethyl-N-(tetrahydro-2H-pyran-4-yl)-4-(2-chlorophenyl)-4,5-dihydro-1H-tetrazol-5-one-1-carboxamide). As a reaction SMILES: [Cl:1][C:2]1[CH:7]=[CH:6][CH:5]=[CH:4][C:3]=1[N:8]1[C:12](=[O:13])[N:11]=[N:10][NH:9]1.[CH2:14]([N:16]([CH:20]1[CH2:25][CH2:24][O:23][CH2:22][CH2:21]1)[C:17](Cl)=[O:18])[CH3:15]>CN(C)C1C=CN=CC=1.C1(C)C=CC=CC=1>[CH2:14]([N:16]([CH:20]1[CH2:25][CH2:24][O:23][CH2:22][CH2:21]1)[C:17]([N:11]1[C:12](=[O:13])[N:8]([C:3]2[CH:4]=[CH:5][CH:6]=[CH:7][C:2]=2[Cl:1])[N:9]=[N:10]1)=[O:18])[CH3:15]. Procedure: 3.7 g (19 mmol) of 1-(2-chlorophenyl)-1,2-dihydro-5H-tetrazol-5-one, 3.6 g (19 mmol) of N-ethyl-N-(tetrahydro-2H-pyran-4-yl)carbamoyl chloride and 2.6 g (21 mmol) of 4-dimethylaminopyridine in 150 ml of toluene were heated under reflux for 5 hours. The organic phase was washed with water, dried over magnesium sulfate, filtered and concentrated. The residue was purified by silica gel column chromatography (eluent hexane/ethyl acetate 2:1). Yield 5.5 g. 1H NMR (270 MHz, in CDCl3): δ=1.20-1.40 (m, ... The reactants are CC[O-].[Na+] (sodium ethylate), ClC1=C(C(CNC=CC#N)=O)C=CC=C1Cl (3-(2,3-dichlorophenacylamino)acrylonitrile), ( a ). Solvent: C(C)O (ethanol). Yields the product ClC1=C(C=CC=C1Cl)C=1C(=CNC1)C#N (4-(2,3-dichlorophenyl)-3-cyanopyrrole). As a reaction SMILES: [Cl:1][C:2]1[C:15]([Cl:16])=[CH:14][CH:13]=[CH:12][C:3]=1[C:4](=O)[CH2:5][NH:6][CH:7]=[CH:8][C:9]#[N:10].CC[O-].[Na+]>C(O)C>[Cl:1][C:2]1[C:15]([Cl:16])=[CH:14][CH:13]=[CH:12][C:3]=1[C:4]1[C:8]([C:9]#[N:10])=[CH:7][NH:6][CH:5]=1 |f:1.2|. Procedure: 4.2 g of the 3-(2,3-dichlorophenacylamino)acrylonitrile obtained in (a) are reacted in 50 ml of ethanol with 0.5 g of sodium ethylate as described in Example P5(b), affording the title compound in quantitative yield. Melting point: 150°-152° C.